From a dataset of the Open Reaction Database (ORD), a public repository of structured organic reaction records. describe an organic reaction: reactants, conditions, products, and yield The reactants are CN(C)C=O, CC(C)(C)[Si](C)(C)Cl, O=c1[nH]c2cc(O)ccc2o1, c1c[nH]cn1. The product is CC(C)(C)[Si](C)(C)Oc1ccc2oc(=O)[nH]c2c1. RXN SMILES: [CH3:25][N:26]([CH3:27])[CH:28]=[O:29].[Cl:17][Si:18]([CH3:19])([CH3:20])[C:21]([CH3:22])([CH3:23])[CH3:24].[OH:1][c:2]1[cH:3][cH:4][c:5]2[c:6]([nH:7][c:8](=[O:10])[o:9]2)[cH:11]1.[nH:12]1[cH:13][cH:14][n:15][cH:16]1>>[O:1]([c:2]1[cH:3][cH:4][c:5]2[c:6]([nH:7][c:8](=[O:10])[o:9]2)[cH:11]1)[Si:18]([CH3:19])([CH3:20])[C:21]([CH3:22])([CH3:23])[CH3:24]. Product: N[C@H](CO)CC(C)C1=CC=CC=C1 ((S)-2-amino-4-phenyl-pentan-1-ol). Isolated yield 86.5%. Reagents/catalysts: [Pd] (Pd/C). Reported procedure: A solution of (S)-2,2-dimethyl-4-((E)-2-phenyl-propenyl)-oxazolidine-3-carboxylic acid tert-butyl ester (700 mg) in EtOH (30 ml) and CHCl3 (15 ml) was treated with 10% Pd/C (200 mg) and hydrogenated with a balloon overnight. The catalyst was filtered off, washed with EtOH and concentrated. The residue was dissolved in EtOH (10 ml) and treated with 2N HCl (15 ml). The mixture was heated for 90 min to 100° C., then concentrated. The residue was taken up in 1N NaOH and extracted with CH2Cl2/MeOH 4:... Solvent: CCO (EtOH), C(Cl)(Cl)Cl (CHCl3). Reaction SMILES: C(OC([N:8]1[C@@H:12](/[CH:13]=[C:14](/[C:16]2[CH:21]=[CH:20][CH:19]=[CH:18][CH:17]=2)\[CH3:15])[CH2:11][O:10]C1(C)C)=O)(C)(C)C>CCO.C(Cl)(Cl)Cl.[Pd]>[NH2:8][C@@H:12]([CH2:13][CH:14]([C:16]1[CH:17]=[CH:18][CH:19]=[CH:20][CH:21]=1)[CH3:15])[CH2:11][OH:10]. Reactants: C(C)(C)(C)OC(=O)N1C(OC[C@@H]1\C=C(/C)\C1=CC=CC=C1)(C)C ((S)-2,2-dimethyl-4-((E)-2-phenyl-propenyl)-oxazolidine-3-carboxylic acid tert-butyl ester). As a reaction SMILES: [CH3:1][O:2][C:3]([NH:4][CH:5]([CH:6]([CH3:7])[CH3:8])[C:9](=[O:10])[N:11]1[CH:12]([c:16]2[nH:17][c:18](-[c:21]3[cH:22][cH:23][c:24]([Br:31])[c:25]4[cH:26][cH:27][cH:28][cH:29][c:30]34)[cH:19][n:20]2)[CH2:13][CH2:14][CH2:15]1)=[O:32].[CH3:33][O:34][C:35]([NH:36][CH:37]([CH:38]([CH3:39])[CH3:40])[C:41](=[O:42])[N:43]1[CH:44]([c:48]2[nH:49][c:50](-[c:53]3[cH:54][cH:55][c:56]([B:59]4[O:60][C:61]([CH3:62])([CH3:63])[C:64]([CH3:65])([CH3:66])[O:67]4)[cH:57][cH:58]3)[cH:51][n:52]2)[CH2:45][CH2:46][CH2:47]1)=[O:68].[CH3:74][O:75][CH2:76][CH2:77][O:78][CH3:79].[Na+:73].[O-:69][C:70]([OH:71])=[O:72].[OH2:80]>>[CH3:1][O:2][C:3]([NH:4][CH:5]([CH:6]([CH3:7])[CH3:8])[C:9](=[O:10])[N:11]1[CH:12]([c:16]2[nH:17][c:18](-[c:21]3[cH:22][cH:23][c:24](-[c:56]4[cH:55][cH:54][c:53](-[c:50]5[nH:49][c:48]([CH:44]6[N:43]([C:41]([CH:37]([NH:36][C:35]([O:34][CH3:33])=[O:68])[CH:38]([CH3:39])[CH3:40])=[O:42])[CH2:47][CH2:46][CH2:45]6)[n:52][cH:51]5)[cH:58][cH:57]4)[c:25]4[cH:26][cH:27][cH:28][cH:29][c:30]34)[cH:19][n:20]2)[CH2:13][CH2:14][CH2:15]1)=[O:32]. Reactants: COC(=O)NC(C(=O)N1CCCC1c1ncc(-c2ccc(Br)c3ccccc23)[nH]1)C(C)C, COC(=O)NC(C(=O)N1CCCC1c1ncc(-c2ccc(B3OC(C)(C)C(C)(C)O3)cc2)[nH]1)C(C)C, COCCOC, [Na+], O=C([O-])O, O. Yields the product COC(=O)NC(C(=O)N1CCCC1c1ncc(-c2ccc(-c3ccc(-c4cnc(C5CCCN5C(=O)C(NC(=O)OC)C(C)C)[nH]4)c4ccccc34)cc2)[nH]1)C(C)C. Reactants: [H-].[Na+] (sodium hydride), C(C1=CC=CC=C1)Br (benzyl bromide), C(CCCCCCCCCCCCCCC)OC(C(COC(C1=CC=CC=C1)(C1=CC=CC=C1)C1=CC=CC=C1)O)C (3-(hexadecyloxy)-1-(triphenylmethoxy)-2-butanol), O (water). Solvent: CN(C=O)C (dimethylformamide), CN(C=O)C (dimethylformamide). Run at time 8 hour. The product is C(CCCCCCCCCCCCCCC)OC(C(CO)OCC1=CC=CC=C1)C (3-(Hexadecyloxy)-2-(phenylmethoxy)-1-butanol). Reaction SMILES: [H-].[Na+].[CH2:3](Br)[C:4]1[CH:9]=[CH:8][CH:7]=[CH:6][CH:5]=1.[CH2:11]([O:27][CH:28]([CH3:52])[CH:29]([OH:51])[CH2:30][O:31]C(C1C=CC=CC=1)(C1C=CC=CC=1)C1C=CC=CC=1)[CH2:12][CH2:13][CH2:14][CH2:15][CH2:16][CH2:17][CH2:18][CH2:19][CH2:20][CH2:21][CH2:22][CH2:23][CH2:24][CH2:25][CH3:26].O>CN(C)C=O>[CH2:11]([O:27][CH:28]([CH3:52])[CH:29]([O:51][CH2:3][C:4]1[CH:9]=[CH:8][CH:7]=[CH:6][CH:5]=1)[CH2:30][OH:31])[CH2:12][CH2:13][CH2:14][CH2:15][CH2:16][CH2:17][CH2:18][CH2:19][CH2:20][CH2:21][CH2:22][CH2:23][CH2:24][CH2:25][CH3:26] |f:0.1|. Procedure: To a suspension of 5.01 g of 50% sodium hydride in 100 ml of dimethylformamide containing 15.79 g of benzyl bromide at 0° C., was added 46 g of 3-(hexadecyloxy)-1-(triphenylmethoxy)-2-butanol in 50 ml of dimethylformamide. This mixture was stirred overnight at room temperature then poured into water and extracted with petroleum ether. The organic extract was dried and the solvent removed. The residue was dissolved in a mixture of 190 ml of methanol and 100 ml of tetrahydrofuran, then 400 mg of p... Starting materials: O=C(Cl)c1ccc(Br)cc1, COc1ccccc1, O=S(=O)([O-])C(F)(F)F, O=S(=O)([O-])C(F)(F)F, O=S(=O)([O-])C(F)(F)F, C[N+](=O)[O-], [Yb+3]. Yields the product COc1ccc(C(=O)c2ccc(Br)cc2)cc1. RXN SMILES: [Br:9][c:10]1[cH:11][cH:12][c:13]([C:14](=[O:15])[Cl:16])[cH:17][cH:18]1.[CH3:1][O:2][c:3]1[cH:4][cH:5][cH:6][cH:7][cH:8]1.[F:19][C:20]([F:21])([F:22])[S:23]([O-:24])(=[O:25])=[O:26].[F:28][C:29]([F:30])([F:31])[S:32]([O-:33])(=[O:34])=[O:35].[F:36][C:37]([F:38])([F:39])[S:40]([O-:41])(=[O:42])=[O:43].[N+:44]([CH3:45])([O-:46])=[O:47].[Yb+3:27]>>[CH3:1][O:2][c:3]1[cH:4][cH:5][c:6]([C:14]([c:13]2[cH:12][cH:11][c:10]([Br:9])[cH:18][cH:17]2)=[O:15])[cH:7][cH:8]1. Reactants: N(=[N+]=[N-])CC=1N(C=C(C(C1)=O)OCC1=CC=CC=C1)CC1=CC=CC=C1 (2-(Azidomethyl)-5-(phenylmethoxy)-1-(phenylmethyl)-4(1H)-pyridinone), oxide. Solvent: CO (methanol). Yields the product NCC=1N(C=C(C(C1)=O)OCC1=CC=CC=C1)CC1=CC=CC=C1 (2-(Aminomethyl)-5-(phenylmethoxy)-1-(phenylmethyl)-4(1H)-pyridinone). The yield is 96.1%. Reaction SMILES: [N:1]([CH2:4][C:5]1[N:6]([CH2:20][C:21]2[CH:26]=[CH:25][CH:24]=[CH:23][CH:22]=2)[CH:7]=[C:8]([O:12][CH2:13][C:14]2[CH:19]=[CH:18][CH:17]=[CH:16][CH:15]=2)[C:9](=[O:11])[CH:10]=1)=[N+]=[N-]>CO>[NH2:1][CH2:4][C:5]1[N:6]([CH2:20][C:21]2[CH:26]=[CH:25][CH:24]=[CH:23][CH:22]=2)[CH:7]=[C:8]([O:12][CH2:13][C:14]2[CH:19]=[CH:18][CH:17]=[CH:16][CH:15]=2)[C:9](=[O:11])[CH:10]=1. Reported procedure: 2-(Azidomethyl)-5-(phenylmethoxy)-1-(phenylmethyl)-4(1H)-pyridinone (1.0 g, 2.89 mmol) was dissolved in 50 ml of methanol and 0.10 g of platinic oxide was added. Hydrogen was bubbled through the mixture for 30 minutes and the catalyst filtered off by suction over Hyflo. The filtrate was evaporated in vacuo and the oily residue triturated with ether to afford crystalline title compound (0.89 g), melting point 207° C. Starting materials: Brc1cccc(-c2nn3c(NC4CCCC4)cccc3c2-c2ccnc(NC3CCCC3)n2)c1, O=C([O-])[O-], CN(C)C=O, CCOC(C)=O, [K+], [K+], CC(=O)[O-], CC(=O)[O-], O, OB(O)c1ccccc1, [Pd+2], c1ccc(P(c2ccccc2)c2ccccc2)cc1. Yields the product c1ccc(-c2cccc(-c3nn4c(NC5CCCC5)cccc4c3-c3ccnc(NC4CCCC4)n3)c2)cc1. Reaction SMILES: [Br:1][c:2]1[cH:3][c:4](-[c:8]2[n:9][n:10]3[c:11]([cH:12][cH:13][cH:14][c:15]3[NH:16][CH:17]3[CH2:18][CH2:19][CH2:20][CH2:21]3)[c:22]2-[c:23]2[n:24][c:25]([NH:29][CH:30]3[CH2:31][CH2:32][CH2:33][CH2:34]3)[n:26][cH:27][cH:28]2)[cH:5][cH:6][cH:7]1.[C:44](=[O:45])([O-:46])[O-:47].[CH3:69][N:70]([CH3:71])[CH:72]=[O:73].[CH3:84][CH2:85][O:86][C:87](=[O:88])[CH3:89].[K+:48].[K+:49].[O-:75][C:76]([CH3:77])=[O:78].[O-:79][C:80]([CH3:81])=[O:82].[OH2:83].[OH:35][B:36]([OH:37])[c:38]1[cH:39][cH:40][cH:41][cH:42][cH:43]1.[Pd+2:74].[c:50]1([P:51]([c:52]2[cH:53][cH:54][cH:55][cH:56][cH:57]2)[c:58]2[cH:59][cH:60][cH:61][cH:62][cH:63]2)[cH:64][cH:65][cH:66][cH:67][cH:68]1>>[c:2]1(-[c:38]2[cH:39][cH:40][cH:41][cH:42][cH:43]2)[cH:3][c:4](-[c:8]2[n:9][n:10]3[c:11]([cH:12][cH:13][cH:14][c:15]3[NH:16][CH:17]3[CH2:18][CH2:19][CH2:20][CH2:21]3)[c:22]2-[c:23]2[n:24][c:25]([NH:29][CH:30]3[CH2:31][CH2:32][CH2:33][CH2:34]3)[n:26][cH:27][cH:28]2)[cH:5][cH:6][cH:7]1. Starting materials: C(C1=CC=CC=C1)OC=1C=CC(=C(C(=O)OC)C1)O (methyl 5-benzyloxy-2-hydroxybenzoate), C([O-])([O-])=O.[Cs+].[Cs+] (cesium carbonate), CI (methyl iodide). The solvent is CC(=O)C (acetone). Reaction conditions: temperature 50 celsius, time 6 hour. Product: C(C1=CC=CC=C1)OC=1C=CC(=C(C(=O)OC)C1)OC (methyl 5-benzyloxy-2-methoxybenzoate). Isolated yield 90.2%. RXN SMILES: [CH2:1]([O:8][C:9]1[CH:10]=[CH:11][C:12]([OH:19])=[C:13]([CH:18]=1)[C:14]([O:16][CH3:17])=[O:15])[C:2]1[CH:7]=[CH:6][CH:5]=[CH:4][CH:3]=1.[C:20](=O)([O-])[O-].[Cs+].[Cs+].CI>CC(C)=O>[CH2:1]([O:8][C:9]1[CH:10]=[CH:11][C:12]([O:19][CH3:20])=[C:13]([CH:18]=1)[C:14]([O:16][CH3:17])=[O:15])[C:2]1[CH:3]=[CH:4][CH:5]=[CH:6][CH:7]=1 |f:1.2.3|. Procedure details: To a suspended solution of methyl 5-benzyloxy-2-hydroxybenzoate (3.91 g) and cesium carbonate (6.41 g) in acetone (100 ml) was added methyl iodide (1.41 ml), and the mixture was stirred at 50° C. for 6 hr. The reaction mixture was concentrated, dissolved again in ethyl acetate and washed with saturated brine. The organic layer was dried (over MgSO4), and the solvent was evaporated under reduced pressure. The residue was purified by column chromatography (Biotage cartridge 40+M, ethyl acetate:n-h... Run in O (water), C(C)O (ethyl alcohol). Procedure details: A mixture of 25 g of ethyl{[7-chloro-3-(4-chlorophenyl)-1,2-benzisoxazol-6-yl]oxy}acetate, Example 14, and 20 ml of 50% sodium hydroxide in 400 ml of ethyl alcohol is refluxed for 1 hour The hot mixture is diluted with 300 ml of water and then acidified with concentrated hydrochloric acid. The acidified mixture is stirred for 30 minutes and then filtered and the filter cake is recrystallized from a dimethylformamide-ethylacetate mixture to yield the product {[7-chloro-3-(4-chlorophenyl)-1,2-benz... Run at time 30 minute. As a reaction SMILES: C([O:3][C:4](=[O:24])[CH2:5][O:6][C:7]1[CH:22]=[CH:21][C:10]2[C:11]([C:14]3[CH:19]=[CH:18][C:17]([Cl:20])=[CH:16][CH:15]=3)=[N:12][O:13][C:9]=2[C:8]=1[Cl:23])C.[OH-].[Na+].Cl>C(O)C.O>[Cl:23][C:8]1[C:9]2[O:13][N:12]=[C:11]([C:14]3[CH:15]=[CH:16][C:17]([Cl:20])=[CH:18][CH:19]=3)[C:10]=2[CH:21]=[CH:22][C:7]=1[O:6][CH2:5][C:4]([OH:24])=[O:3] |f:1.2|. Yields the product ClC1=C(C=CC=2C(=NOC21)C2=CC=C(C=C2)Cl)OCC(=O)O ({[7-chloro-3-(4-chlorophenyl)-1,2-benzisoxazol-6-yl]oxy}acetic acid). The reactants are C(C)OC(COC1=C(C2=C(C(=NO2)C2=CC=C(C=C2)Cl)C=C1)Cl)=O (ethyl{[7-chloro-3-(4-chlorophenyl)-1,2-benzisoxazol-6-yl]oxy}acetate), [OH-].[Na+] (sodium hydroxide), Cl (hydrochloric acid).